The task is: describe an organic reaction: reactants, conditions, products, and yield. This data is from the Open Reaction Database (ORD), a public repository of structured organic reaction records. The reactants are CC1=C(C=C(C(N1)=O)C#N)C(CCCCC)=O (1,2-dihydro-6-methyl-2-oxo-5-(1-oxohexyl)-3-pyridinecarbonitrile), Cl.CON (methoxyamine hydrochloride), N1=CC=CC=C1 (pyridine). Run in CCO (EtOH). Product: CON=C(CCCCC)C=1C=C(C(NC1C)=O)C#N (1,2-Dihydro-5-[1-(Methoxyimino)hexyl]-6-methyl-2-oxo-3-pyridinecarbonitrile). As a reaction SMILES: [CH3:1][C:2]1[NH:7][C:6](=[O:8])[C:5]([C:9]#[N:10])=[CH:4][C:3]=1[C:11](=O)[CH2:12][CH2:13][CH2:14][CH2:15][CH3:16].Cl.[CH3:19][O:20][NH2:21].N1C=CC=CC=1>CCO>[CH3:19][O:20][N:21]=[C:11]([C:3]1[CH:4]=[C:5]([C:9]#[N:10])[C:6](=[O:8])[NH:7][C:2]=1[CH3:1])[CH2:12][CH2:13][CH2:14][CH2:15][CH3:16] |f:1.2|. Procedure details: A mixture of 1,2-dihydro-6-methyl-2-oxo-5-(1-oxohexyl)-3-pyridinecarbonitrile (0.80 g, 0.0034 mol), methoxyamine hydrochloride (0.32 g, .0038 mol) and pyridine (2.0 ml) were heated and stirred at reflux overnight in EtOH (30.0 ml). The solution was allowed to cool to room temperature and the solvent was removed on the rotary evaporator. The pasty residue was triturated with H2O, filtered and recrystallized (EtOH-H2O) giving 0.5 g (56%) m.pt. 159°-165° C. One more recrystallization gave the analy... Reactants: C1(=CC=CC=C1)P(C1=CC=CC=C1)C1=CC=CC=C1 (Triphenylphosphine), C1(=CC=CC=C1)CCCOCCOCCCO (3-[2-(3-phenylpropoxy)ethoxy]-1-propanol), C(Br)(Br)(Br)Br (carbon tetrabromide). Solvent: ClCCl (dichloromethane), ClCCl (dichloromethane). Run at time 30 minute. Yields the product BrCCCOCCOCCCC1=CC=CC=C1 ([3-[2-(3-Bromopropoxy)ethoxy]propyl]benzene). Isolated yield 89.4%. Reaction SMILES: C1(P(C2C=CC=CC=2)C2C=CC=CC=2)C=CC=CC=1.[C:20]1([CH2:26][CH2:27][CH2:28][O:29][CH2:30][CH2:31][O:32][CH2:33][CH2:34][CH2:35]O)[CH:25]=[CH:24][CH:23]=[CH:22][CH:21]=1.C(Br)(Br)(Br)[Br:38]>ClCCl>[Br:38][CH2:35][CH2:34][CH2:33][O:32][CH2:31][CH2:30][O:29][CH2:28][CH2:27][CH2:26][C:20]1[CH:25]=[CH:24][CH:23]=[CH:22][CH:21]=1. Procedure details: Triphenylphosphine (12.59 g), in dry dichloromethane was added dropwise over 20 min to a stirred solution of 3-[2-(3-phenylpropoxy)ethoxy]-1-propanol (8.8 g) and carbon tetrabromide (15.92 g) in dry dichloromethane (170 ml) at 0° C. under nitrogen. The solution was allowed to warm to room temperature and stirred under nitrogen for 30 min. The solution was concentrated to ca 30 ml and then purified by FCC eluting with System B (0:10→2:3) to give the title compound (9.94 g) as an oil. T.l.c. (Syst... Reported procedure: The desired compound was prepared according to the procedure of Example B26, using 6-chloro-2,4,8,22-tetraazatetracyclo[14.3.1.1(3,7).1(9,13)]docosa-1(20),3(22),4,6,9(21),10,12,16,18-nonaen-12-amine dihydrochloride and cyclobutanecarboxylic acid chloride as the starting materials in 40% yield. LCMS for C23H23ClN5O (M+H)+: m/z=420.3. The reactants are Cl.Cl.ClC=1C=NC=2NC=3C=CC=C(CCC4=C(C=CC(NC1N2)=C4)N)C3 (6-chloro-2,4,8,22-tetraazatetracyclo[14.3.1.1(3,7).1(9,13)]docosa-1(20),3(22),4,6,9(21),10,12,16,18-nonaen-12-amine dihydrochloride), C1(CCC1)C(=O)Cl (cyclobutanecarboxylic acid chloride). Isolated yield 40.0%. As a reaction SMILES: Cl.Cl.[Cl:3][C:4]1[CH:5]=[N:6][C:7]2[NH:8][C:9]3[CH:10]=[CH:11][CH:12]=[C:13]([CH:26]=3)[CH2:14][CH2:15][C:16]3[CH:24]=[C:20]([NH:21][C:22]=1[N:23]=2)[CH:19]=[CH:18][C:17]=3[NH2:25].[CH:27]1([C:31](Cl)=[O:32])[CH2:30][CH2:29][CH2:28]1>>[ClH:3].[Cl:3][C:4]1[CH:5]=[N:6][C:7]2[NH:8][C:9]3[CH:10]=[CH:11][CH:12]=[C:13]([CH:26]=3)[CH2:14][CH2:15][C:16]3[CH:24]=[C:20]([NH:21][C:22]=1[N:23]=2)[CH:19]=[CH:18][C:17]=3[NH:25][C:31]([CH:27]1[CH2:30][CH2:29][CH2:28]1)=[O:32] |f:0.1.2,4.5|. Yields the product Cl.ClC=1C=NC=2NC=3C=CC=C(CCC4=C(C=CC(NC1N2)=C4)NC(=O)C4CCC4)C3 (N-[6-Chloro-2,4,8,22-tetraazatetracyclo[14.3.1.1(3,7).1(9,13)]docosa-1(20), 3(22),4,6,9(21),10,12,16,18-nonaen-12-yl]cyclobutanecarboxamide hydrochloride). Starting materials: CC(C)(C)[Si](C)(C)Cl, CCOCC, CC(O)CO, CCN(C(C)C)C(C)C, ClCCl, O. Yields the product CC(O)CO[Si](C)(C)C(C)(C)C. RXN SMILES: [C:1]([CH3:2])([CH3:3])([CH3:4])[Si:5]([CH3:6])([CH3:7])[Cl:8].[CH3:26][CH2:27][O:28][CH2:29][CH3:30].[CH3:9][CH:10]([OH:11])[CH2:12][OH:13].[CH:14]([N:15]([CH:16]([CH3:17])[CH3:18])[CH2:19][CH3:20])([CH3:21])[CH3:22].[Cl:23][CH2:24][Cl:25].[OH2:31]>>[C:1]([CH3:2])([CH3:3])([CH3:4])[Si:5]([CH3:6])([CH3:7])[O:13][CH2:12][CH:10]([CH3:9])[OH:11]. RXN SMILES: [C:1]([CH3:2])([CH3:3])([CH3:4])[O:5][C:6]([C:7]([CH3:8])([CH3:9])[S:10][c:11]1[s:12][cH:13][c:14]([CH2:16][CH2:17][O:18][c:19]2[n:20][n:21][c:22](-[c:25]3[cH:26][cH:27][c:28]([F:31])[cH:29][cH:30]3)[cH:23][cH:24]2)[n:15]1)=[O:32].[Cl:40][CH2:41][Cl:42].[OH:33][C:34]([C:35]([F:36])([F:37])[F:38])=[O:39]>>[O:5]=[C:6]([C:7]([CH3:8])([CH3:9])[S:10][c:11]1[s:12][cH:13][c:14]([CH2:16][CH2:17][O:18][c:19]2[n:20][n:21][c:22](-[c:25]3[cH:26][cH:27][c:28]([F:31])[cH:29][cH:30]3)[cH:23][cH:24]2)[n:15]1)[OH:32]. Starting materials: CC(C)(C)OC(=O)C(C)(C)Sc1nc(CCOc2ccc(-c3ccc(F)cc3)nn2)cs1, ClCCl, O=C(O)C(F)(F)F. The product is CC(C)(Sc1nc(CCOc2ccc(-c3ccc(F)cc3)nn2)cs1)C(=O)O. The reactants are COC1=CC=C(C=C1C(=O)O)C(=O)N (6-methoxyisophthalamic acid), C(C)(=O)C1=C(N)C=CC=C1 (2-acetylaniline). Product: C(C)(=O)C1=C(C=CC=C1)NC(C=1C=C(C(=O)N)C=CC1OC)=O (3-N-(2-acetylphenyl)-4-methoxyisophthalamide). As a reaction SMILES: [CH3:1][O:2][C:3]1[C:8]([C:9]([OH:11])=O)=[CH:7][C:6]([C:12]([NH2:14])=[O:13])=[CH:5][CH:4]=1.[C:15]([C:18]1[CH:24]=[CH:23][CH:22]=[CH:21][C:19]=1[NH2:20])(=[O:17])[CH3:16]>>[C:15]([C:18]1[CH:24]=[CH:23][CH:22]=[CH:21][C:19]=1[NH:20][C:9](=[O:11])[C:8]1[CH:7]=[C:6]([CH:5]=[CH:4][C:3]=1[O:2][CH3:1])[C:12]([NH2:14])=[O:13])(=[O:17])[CH3:16]. Procedure details: The captioned compound was synthesized from 6-methoxyisophthalamic acid and 2-acetylaniline by the same procedure as in the manufacturing method described in step C of Example 1-3-1. Reactants: Cc1cccc(N2CCNCC2)c1, COC(=O)C=Cc1ccncc1N=C=Nc1cccc(C(F)(F)F)c1. Product: COC(=O)CC1c2ccncc2N=C(N2CCN(c3cccc(C)c3)CC2)N1c1cccc(C(F)(F)F)c1. Reaction SMILES: [CH3:26][c:27]1[cH:28][c:29]([N:33]2[CH2:34][CH2:35][NH:36][CH2:37][CH2:38]2)[cH:30][cH:31][cH:32]1.[F:1][C:2]([c:3]1[cH:4][c:5]([N:9]=[C:10]=[N:11][c:12]2[cH:13][n:14][cH:15][cH:16][c:17]2[CH:18]=[CH:19][C:20](=[O:21])[O:22][CH3:23])[cH:6][cH:7][cH:8]1)([F:24])[F:25]>>[F:1][C:2]([c:3]1[cH:4][c:5]([N:9]2[C:10]([N:36]3[CH2:35][CH2:34][N:33]([c:29]4[cH:28][c:27]([CH3:26])[cH:32][cH:31][cH:30]4)[CH2:38][CH2:37]3)=[N:11][c:12]3[cH:13][n:14][cH:15][cH:16][c:17]3[CH:18]2[CH2:19][C:20](=[O:21])[O:22][CH3:23])[cH:6][cH:7][cH:8]1)([F:24])[F:25]. The reactants are CC(=O)CC(C)C, COc1cccc(CCCl)c1, [I-], [K+], [Na+], [Na+], O=C([O-])[O-], O, c1c[nH]cn1. Product: COc1cccc(CCn2ccnc2)c1. As a reaction SMILES: [CH3:26][CH:27]([CH3:28])[CH2:29][C:30](=[O:31])[CH3:32].[Cl:1][CH2:2][CH2:3][c:4]1[cH:5][c:6]([O:10][CH3:11])[cH:7][cH:8][cH:9]1.[I-:24].[K+:23].[Na+:17].[Na+:18].[O-:19][C:20](=[O:21])[O-:22].[OH2:25].[nH:12]1[cH:13][n:14][cH:15][cH:16]1>>[CH2:2]([CH2:3][c:4]1[cH:5][c:6]([O:10][CH3:11])[cH:7][cH:8][cH:9]1)[n:12]1[cH:13][n:14][cH:15][cH:16]1. Reactants: CCc1cc(-c2cncc(C(=O)O)c2)c(C)[nH]c1=O, NC1CCCC1. Yields the product CCc1cc(-c2cncc(C(=O)NC3CCCC3)c2)c(C)[nH]c1=O. Reaction SMILES: [CH2:1]([CH3:2])[c:3]1[cH:4][c:5](-[c:11]2[cH:12][n:13][cH:14][c:15]([C:17](=[O:18])[OH:19])[cH:16]2)[c:6]([CH3:10])[nH:7][c:8]1=[O:9].[CH:20]1([NH2:25])[CH2:21][CH2:22][CH2:23][CH2:24]1>>[CH2:1]([CH3:2])[c:3]1[cH:4][c:5](-[c:11]2[cH:12][n:13][cH:14][c:15]([C:17](=[O:19])[NH:25][CH:20]3[CH2:21][CH2:22][CH2:23][CH2:24]3)[cH:16]2)[c:6]([CH3:10])[nH:7][c:8]1=[O:9].